Dataset: the Open Reaction Database (ORD), a public repository of structured organic reaction records. Task: describe an organic reaction: reactants, conditions, products, and yield The reactants are O=C([O-])[O-], CC(C)=O, [K+], [K+], O=[N+]([O-])c1cccc(CCl)c1, OCc1nc2ccccc2s1. Yields the product O=[N+]([O-])c1cccc(COCc2nc3ccccc3s2)c1. Reaction SMILES: [C:23](=[O:24])([O-:25])[O-:26].[CH3:29][C:30](=[O:31])[CH3:32].[K+:27].[K+:28].[N+:1](=[O:2])([O-:3])[c:4]1[cH:5][c:6]([CH2:7][Cl:8])[cH:9][cH:10][cH:11]1.[OH:12][CH2:13][c:14]1[s:15][c:16]2[c:17]([n:18]1)[cH:19][cH:20][cH:21][cH:22]2>>[N+:1](=[O:2])([O-:3])[c:4]1[cH:5][c:6]([CH2:7][O:12][CH2:13][c:14]2[s:15][c:16]3[c:17]([n:18]2)[cH:19][cH:20][cH:21][cH:22]3)[cH:9][cH:10][cH:11]1. The reactants are CCOC(=O)c1noc(C(Cc2ccccc2)NC(=O)OC(C)(C)C)n1, CCOC(C)=O, Cl. The product is CCOC(=O)c1noc(C(N)Cc2ccccc2)n1, Cl. As a reaction SMILES: [CH2:1]([CH3:2])[O:3][C:4](=[O:5])[c:6]1[n:7][o:8][c:9]([CH:11]([CH2:12][c:13]2[cH:14][cH:15][cH:16][cH:17][cH:18]2)[NH:19][C:20]([O:21][C:22]([CH3:23])([CH3:24])[CH3:25])=[O:26])[n:10]1.[CH3:28][CH2:29][O:30][C:31](=[O:32])[CH3:33].[ClH:27]>>[CH2:1]([CH3:2])[O:3][C:4](=[O:5])[c:6]1[n:7][o:8][c:9]([CH:11]([CH2:12][c:13]2[cH:14][cH:15][cH:16][cH:17][cH:18]2)[NH2:19])[n:10]1.[ClH:27]. The reactants are C(C(=O)Cl)(=O)Cl (oxalyl chloride), [BH4-].[Na+] (sodium tetrahydroborate), Cl (hydrochloric acid), C(CCC)OC1=C(N(C(C2=CC(=CC=C12)F)=O)CC(C)(C)C)C(=O)O (4-Butoxy-7-fluoro-2-neopentyl-1-oxo-1,2-dihydro-3-isoquinolinecarboxylic acid). Reagents/catalysts: CN(C=O)C (N,N-dimethylformamide). Solvent: C(OC)COC (dimethoxyethane), O1CCCC1 (tetrahydrofuran). Run at time 1 hour. Product: C(CCC)OC1=C(N(C(C2=CC(=CC=C12)F)=O)CC(C)(C)C)CO (4-butoxy-7-fluoro-3-hydroxymethyl-2-neopentyl-1(2H)-isoquinolinone). Isolated yield 88.4%. Reaction SMILES: [CH2:1]([O:5][C:6]1[C:15]2[C:10](=[CH:11][C:12]([F:16])=[CH:13][CH:14]=2)[C:9](=[O:17])[N:8]([CH2:18][C:19]([CH3:22])([CH3:21])[CH3:20])[C:7]=1[C:23](O)=[O:24])[CH2:2][CH2:3][CH3:4].C(Cl)(=O)C(Cl)=O.[BH4-].[Na+].Cl>O1CCCC1.CN(C)C=O.C(COC)OC>[CH2:1]([O:5][C:6]1[C:15]2[C:10](=[CH:11][C:12]([F:16])=[CH:13][CH:14]=2)[C:9](=[O:17])[N:8]([CH2:18][C:19]([CH3:22])([CH3:21])[CH3:20])[C:7]=1[CH2:23][OH:24])[CH2:2][CH2:3][CH3:4] |f:2.3|. Procedure details: 4-Butoxy-7-fluoro-2-neopentyl-1-oxo-1,2-dihydro-3-isoquinolinecarboxylic acid (2.97 g, 8.5 mmol) was dissolved in tetrahydrofuran (30 ml) and oxalyl chloride (0.9 ml, 10.2 mmol) and N,N-dimethylformamide (2 drops) were added thereto. The mixture was stirred at room temperature for 1 h. The reaction mixture was concentrated under reduced pressure and the residue was dissolved in tetrahydrofuran (20 ml). The obtained solution was added dropwise to sodium tetrahydroborate (1.13 g, 30 mmol) in dimet... Reactants: [I-], [N-]=[N+]=[N-], [Na+], [Na+], CN(C)C=O, O=C1NC(COCCCl)=C(C(=O)NCCC(c2ccccc2)c2ccccc2)C(c2cccc(Cl)c2)N1. Yields the product [N-]=[N+]=NCCOCC1=C(C(=O)NCCC(c2ccccc2)c2ccccc2)C(c2cccc(Cl)c2)NC(=O)N1. As a reaction SMILES: [I-:43].[N-:39]=[N+:40]=[N-:41].[Na+:38].[Na+:42].[O:44]=[CH:45][N:46]([CH3:47])[CH3:48].[c:1]1([CH:7]([CH2:8][CH2:9][NH:10][C:11](=[O:12])[C:13]2=[C:18]([CH2:19][O:20][CH2:21][CH2:22][Cl:23])[NH:17][C:16](=[O:24])[NH:15][CH:14]2[c:25]2[cH:26][c:27]([Cl:31])[cH:28][cH:29][cH:30]2)[c:32]2[cH:33][cH:34][cH:35][cH:36][cH:37]2)[cH:2][cH:3][cH:4][cH:5][cH:6]1>>[c:1]1([CH:7]([CH2:8][CH2:9][NH:10][C:11](=[O:12])[C:13]2=[C:18]([CH2:19][O:20][CH2:21][CH2:22][N:39]=[N+:40]=[N-:41])[NH:17][C:16](=[O:24])[NH:15][CH:14]2[c:25]2[cH:26][c:27]([Cl:31])[cH:28][cH:29][cH:30]2)[c:32]2[cH:33][cH:34][cH:35][cH:36][cH:37]2)[cH:2][cH:3][cH:4][cH:5][cH:6]1.